From a dataset of the Open Reaction Database (ORD), a public repository of structured organic reaction records. describe an organic reaction: reactants, conditions, products, and yield Starting materials: C(C)(C)(C)OC(N[C@@H]1CC[C@@H](CC1)CNC1=NC2=CC=CC=C2C(=N1)N(C)C)=O (cis-{4-[(4-dimethylamino-quinazolin-2-ylamino)-methyl]-cyclohexyl}-carbamic acid tert-butyl ester). Solvent: C(=O)(C(F)(F)F)O (TFA), C(Cl)Cl (CH2Cl2). Conditions: time 30 minute. The product is N[C@H]1CC[C@H](CC1)CNC1=NC2=CC=CC=C2C(=N1)N(C)C (cis-N2-(4-amino-cyclohexylmethyl)-N4,N4-dimethyl-quinazoline-2,4-diamine). The yield is 98.0%. RXN SMILES: C(OC(=O)[NH:7][C@H:8]1[CH2:13][CH2:12][C@@H:11]([CH2:14][NH:15][C:16]2[N:25]=[C:24]([N:26]([CH3:28])[CH3:27])[C:23]3[C:18](=[CH:19][CH:20]=[CH:21][CH:22]=3)[N:17]=2)[CH2:10][CH2:9]1)(C)(C)C>C(O)(C(F)(F)F)=O.C(Cl)Cl>[NH2:7][C@@H:8]1[CH2:13][CH2:12][C@H:11]([CH2:14][NH:15][C:16]2[N:25]=[C:24]([N:26]([CH3:28])[CH3:27])[C:23]3[C:18](=[CH:19][CH:20]=[CH:21][CH:22]=3)[N:17]=2)[CH2:10][CH2:9]1. Reported procedure: A solution of cis-{4-[(4-dimethylamino-quinazolin-2-ylamino)-methyl]-cyclohexyl}-carbamic acid tert-butyl ester (1.2 g, 3 mmol) in 50% TFA in CH2Cl2 (20 mL) was stirred at ambient temperature. After 30 minutes, the mixture was concentrated and the residue was diluted with 1 M aqueous sodium hydroxide. The aqueous layer was extracted with CH2Cl2 (twice). The combined organic layer was dried over Na2SO4, filtered and concentrated to give cis-N2-(4-amino-cyclohexylmethyl)-N4,N4-dimethyl-quinazoline... Starting materials: Cl (HCl), O=C1N(CCC[C@@H]1NC(OC(C)(C)C)=O)C1=CC=CC=C1 ((S)-tert-butyl 2-oxo-1-phenylpiperidin-3-ylcarbamate), Cl (HCl). The solvent is O1CCOCC1 (dioxane). Run at time 3 hour. The product is N[C@@H]1C(N(CCC1)C1=CC=CC=C1)=O ((S)-3-amino-1-phenylpiperidin-2-one). Isolated yield 90.1%. Reaction SMILES: [O:1]=[C:2]1[C@@H:7]([NH:8]C(=O)OC(C)(C)C)[CH2:6][CH2:5][CH2:4][N:3]1[C:16]1[CH:21]=[CH:20][CH:19]=[CH:18][CH:17]=1.Cl>O1CCOCC1>[NH2:8][C@H:7]1[CH2:6][CH2:5][CH2:4][N:3]([C:16]2[CH:17]=[CH:18][CH:19]=[CH:20][CH:21]=2)[C:2]1=[O:1]. Procedure details: To a round bottom flask was added (S)-tert-butyl 2-oxo-1-phenylpiperidin-3-ylcarbamate (100 mg, 0.344 mmol) and 4 N HCl in dioxane (2.2 mL). The reaction was stirred at rt for 3 hr. The solvent was removed to give (S)-3-amino-1-phenylpiperidin-2-one (70 mg, 0.31 mmol, 90% yield) as an HCl salt. Anal. Calcd. for C11H14N2O m/z 190.2. found: 191.2 (M+H)+. The reactants are C(C=C)C=1C=C(C(=C(C1)F)F)OC (5-allyl-1,2-difluoro-3-methoxybenzene), O=[O+][O-] (ozone), O=[O+][O-] (ozone), O=O (oxygen), O=[O+][O-] (O3), C(C)(=O)O (acetic acid). The solvent is O (water), C(C)(=O)OCC (ethyl acetate). Conditions: temperature 50 celsius. Yields the product FC=1C=C(C=C(C1F)OC)CC(=O)O (2-(3,4-Difluoro-5-methoxyphenyl)acetic acid). As a reaction SMILES: C([C:4]1[CH:5]=[C:6]([O:12][CH3:13])[C:7]([F:11])=[C:8]([F:10])[CH:9]=1)C=C.[C:14]([OH:17])(=[O:16])[CH3:15].O=[O+][O-].O=O>C(OCC)(=O)C.O>[F:10][C:8]1[CH:9]=[C:4]([CH2:15][C:14]([OH:17])=[O:16])[CH:5]=[C:6]([O:12][CH3:13])[C:7]=1[F:11]. Procedure details: 1.59 g of 5-allyl-1,2-difluoro-3-methoxybenzene (C2) are dissolved in 5.25 ml of ethyl acetate and 19.75 ml of glacial acetic acid and cooled to 0° C. in an ice bath. The solution is subsequently treated with ozone for 15 min (ozone generator: oxygen flow rate 40 l/h—corresponds to 5 g/h of O3). The mixture is subsequently diluted with 12 ml of water and warmed at 50° C. for a further 15 min. The reaction solution is then evaporated in vacuo, and the residue remaining is dissolved in 50 ml of te... As a reaction SMILES: [B:15]([Br:16])([Br:17])[Br:18].[C:21](=[O:22])([OH:23])[O-:24].[CH3:1][O:2][c:3]1[cH:4][c:5](-[c:9]2[n:10][c:11]([CH3:14])[o:12][cH:13]2)[cH:6][cH:7][cH:8]1.[CH3:29][CH2:30][O:31][C:32](=[O:33])[CH3:34].[Cl:26][CH2:27][Cl:28].[Na+:20].[Na+:25].[OH-:19]>>[OH:2][c:3]1[cH:4][c:5](-[c:9]2[n:10][c:11]([CH3:14])[o:12][cH:13]2)[cH:6][cH:7][cH:8]1. Starting materials: BrB(Br)Br, O=C([O-])O, COc1cccc(-c2coc(C)n2)c1, CCOC(C)=O, ClCCl, [Na+], [Na+], [OH-]. The product is Cc1nc(-c2cccc(O)c2)co1. Starting materials: Cc1c(C=O)oc2cccc(OCCCN(C)Cc3cccnc3)c12, ClCCl, NN1CCOCC1. The product is Cc1c(C=NN2CCOCC2)oc2cccc(OCCCN(C)Cc3cccnc3)c12. RXN SMILES: [CH3:1][c:2]1[c:3]([CH:24]=[O:25])[o:4][c:5]2[c:6]1[c:7]([O:11][CH2:12][CH2:13][CH2:14][N:15]([CH2:16][c:17]1[cH:18][n:19][cH:20][cH:21][cH:22]1)[CH3:23])[cH:8][cH:9][cH:10]2.[Cl:33][CH2:34][Cl:35].[NH2:26][N:27]1[CH2:28][CH2:29][O:30][CH2:31][CH2:32]1>>[CH3:1][c:2]1[c:3]([CH:24]=[N:26][N:27]2[CH2:28][CH2:29][O:30][CH2:31][CH2:32]2)[o:4][c:5]2[c:6]1[c:7]([O:11][CH2:12][CH2:13][CH2:14][N:15]([CH2:16][c:17]1[cH:18][n:19][cH:20][cH:21][cH:22]1)[CH3:23])[cH:8][cH:9][cH:10]2. Reactants: COC(C(CC(C)(C)C1=C(C=CC(=C1)F)Br)C(C1=CC=CC=C1)=O)=O (2-benzoyl-4-(2-bromo-5-fluorophenyl)-4-methylvaleric acid-methyl ester), C(=C)[Sn](CCCC)(CCCC)CCCC (vinyl(tributyl)stannane). The reagents and catalysts are C=1C=CC(=CC1)[P](C=2C=CC=CC2)(C=3C=CC=CC3)[Pd]([P](C=4C=CC=CC4)(C=5C=CC=CC5)C=6C=CC=CC6)([P](C=7C=CC=CC7)(C=8C=CC=CC8)C=9C=CC=CC9)[P](C=1C=CC=CC1)(C=1C=CC=CC1)C=1C=CC=CC1 (tetrakis(triphenylphosphine)palladium). Solvent: C1(=CC=CC=C1)C (toluene). Yields the product COC(C(CC(C)(C)C1=C(C=CC(=C1)F)C=C)C(C1=CC=CC=C1)=O)=O (2-Benzoyl-4-(5-fluoro-2-vinylphenyl)-4-methylvaleric acid-methyl ester). As a reaction SMILES: [CH3:1][O:2][C:3](=[O:25])[CH:4]([C:17](=[O:24])[C:18]1[CH:23]=[CH:22][CH:21]=[CH:20][CH:19]=1)[CH2:5][C:6]([C:9]1[CH:14]=[C:13]([F:15])[CH:12]=[CH:11][C:10]=1Br)([CH3:8])[CH3:7].[CH:26]([Sn](CCCC)(CCCC)CCCC)=[CH2:27]>C1(C)C=CC=CC=1.C1C=CC([P]([Pd]([P](C2C=CC=CC=2)(C2C=CC=CC=2)C2C=CC=CC=2)([P](C2C=CC=CC=2)(C2C=CC=CC=2)C2C=CC=CC=2)[P](C2C=CC=CC=2)(C2C=CC=CC=2)C2C=CC=CC=2)(C2C=CC=CC=2)C2C=CC=CC=2)=CC=1>[CH3:1][O:2][C:3](=[O:25])[CH:4]([C:17](=[O:24])[C:18]1[CH:23]=[CH:22][CH:21]=[CH:20][CH:19]=1)[CH2:5][C:6]([C:9]1[CH:14]=[C:13]([F:15])[CH:12]=[CH:11][C:10]=1[CH:26]=[CH2:27])([CH3:8])[CH3:7] |^1:51,53,72,91|. Reported procedure: A solution of 0.53 g (1.25 mmol) of 2-benzoyl-4-(2-bromo-5-fluorophenyl)-4-methylvaleric acid-methyl ester and 77 mg (0.07 mmol) of tetrakis(triphenylphosphine)palladium in 40 ml of toluene is refluxed with vinyl(tributyl)stannane for 8 hours. Then, it is concentrated by evaporation and purified by column chromatography on silica gel with hexane-ethyl acetate: 320 mg of product. Reactants: NC1=C(C=C(C(=C1)N1CCOCC1)F)N (1,2-diamino-4-fluoro-5-morpholino-benzene), C=1C=CC(C2=C3C=CC=CC3=C(C12)C(=O)Cl)=O (fluoren-4-one-9-carboxylic acid chloride). Solvent: ClCCl (dichloromethane), O1CCCC1 (tetrahydrofuran), C(C)N(CC)CC (triethylamine). Conditions: time 20 hour. The product is C(C)(C)OC(C)C (diisopropyl ether), NC1=C(C=C(C(=C1)N1CCOCC1)F)[NH-] ((2-amino-5-fluoro-4-morpholinophenyl)amide). Yield: 294.7%. RXN SMILES: [NH2:1][C:2]1[CH:7]=[C:6]([N:8]2[CH2:13][CH2:12][O:11][CH2:10][CH2:9]2)[C:5]([F:14])=[CH:4][C:3]=1[NH2:15].C1C=[CH:18][C:19](=[O:32])[C:20]2C=1C(C(Cl)=O)=C1C=2C=CC=C1>ClCCl.O1CCCC1.C(N(CC)CC)C>[CH:2]([O:32][CH:19]([CH3:18])[CH3:20])([CH3:7])[CH3:3].[NH2:1][C:2]1[CH:7]=[C:6]([N:8]2[CH2:9][CH2:10][O:11][CH2:12][CH2:13]2)[C:5]([F:14])=[CH:4][C:3]=1[NH-:15]. Procedure details: The procedure used in stage 1 of Example 1 is followed, but starting from 1.5 g of 1,2-diamino-4-fluoro-5-morpholino-benzene in 50 ml of dichloromethane and 15 ml of tetrahydrofuran, 1.95 ml of triethylamine and 1.7 g of fluoren-4-one-9-carboxylic acid chloride. After stirring for 20 hours at room temperature, the precipitate that formed is filtered off, and washed with dichloromethane, with water, then with a 10% saturated aqueous solution of sodium hydrogen carbonate and, finally, with water. ...